The task is: describe an organic reaction: reactants, conditions, products, and yield. This data is from the Open Reaction Database (ORD), a public repository of structured organic reaction records. Starting materials: Cl (hydrochloric acid), C=O (formalin), [Cl-].[Ca+2].[Cl-] (calcium chloride), C1(O)=CC(O)=CC=C1 (resorcinol). The solvent is C(C)C(=O)C (methyl ethyl ketone), O (water). Reaction conditions: temperature 50 celsius, time 30 minute. The product is C1(O)=CC(O)=CC=C1.C=O (resorcinol formalin). As a reaction SMILES: [Cl-].[Ca+2].[Cl-].[C:4]1([CH:11]=[CH:10][CH:9]=[C:7]([OH:8])[CH:6]=1)[OH:5].Cl.[CH2:13]=[O:14]>C(C(C)=O)C.O>[C:4]1([CH:11]=[CH:10][CH:9]=[C:7]([OH:8])[CH:6]=1)[OH:5].[CH2:13]=[O:14] |f:0.1.2,8.9|. Procedure details: After 133 kg of water, 85 kg of calcium chloride, and 111 kg of resorcinol were placed in a 500 L acid-resistant reaction vessel and dissolved at 50° C., 45 kg of methyl ethyl ketone and 0.45 kg of 35% hydrochloric acid were charged into the reaction vessel. While the reaction system was maintained at 50° C., 53 kg of 37% formalin was added dropwise over a period of 30 minutes and, after the completion of the dropwise addition, the mixture was further stirred for 30 minutes to cause a liquid-liq... Starting materials: COc1ccc2oc(=O)cc(NC3CCNCC3)c2c1, O=Cc1cccc(OC(F)(F)F)c1. The product is COc1ccc2oc(=O)cc(NC3CCN(Cc4cccc(OC(F)(F)F)c4)CC3)c2c1. Reaction SMILES: [CH3:1][O:2][c:3]1[cH:4][c:5]2[c:6]([NH:14][CH:15]3[CH2:16][CH2:17][NH:18][CH2:19][CH2:20]3)[cH:7][c:8](=[O:13])[o:9][c:10]2[cH:11][cH:12]1.[F:21][C:22]([O:23][c:24]1[cH:25][c:26]([CH:27]=[O:28])[cH:29][cH:30][cH:31]1)([F:32])[F:33]>>[CH3:1][O:2][c:3]1[cH:4][c:5]2[c:6]([NH:14][CH:15]3[CH2:16][CH2:17][N:18]([CH2:27][c:26]4[cH:25][c:24]([O:23][C:22]([F:21])([F:32])[F:33])[cH:31][cH:30][cH:29]4)[CH2:19][CH2:20]3)[cH:7][c:8](=[O:13])[o:9][c:10]2[cH:11][cH:12]1. The reactants are ClC=1C(=CC(=C(C1)N)[N+](=O)[O-])OC(F)(F)F (5-Chloro-2-nitro-4-trifluoromethoxy-phenylamine). The reagents and catalysts are [Pt] (Pt/C). Solvent: CN(C)C=O (DMF). The product is ClC=1C=C(C(=CC1OC(F)(F)F)N)N (4-Chloro-5-trifluoromethoxy-benzene-1,2-diamine). As a reaction SMILES: [Cl:1][C:2]1[C:3]([O:12][C:13]([F:16])([F:15])[F:14])=[CH:4][C:5]([N+:9]([O-])=O)=[C:6]([NH2:8])[CH:7]=1>CN(C=O)C.[Pt]>[Cl:1][C:2]1[CH:7]=[C:6]([NH2:8])[C:5]([NH2:9])=[CH:4][C:3]=1[O:12][C:13]([F:16])([F:14])[F:15]. Procedure details: 5-Chloro-2-nitro-4-trifluoromethoxy-phenylamine (180 g, 0.7 mol, 1.0 equiv.) was dissolved in dry DMF (1 L) and then 5% Pt/C containing 50.2% water (4.0 g) was added. The reaction solution was hydrogenated (50 psi) at room temperature for 16 hours. HPLC analysis indicated complete reaction. MS [M+H]+ found 225.2. The reaction solution was used on the next step without isolation.